Dataset: the Open Reaction Database (ORD), a public repository of structured organic reaction records. Task: describe an organic reaction: reactants, conditions, products, and yield Reactants: N1C[C@@H](CC1)NC1=NC=CC=C1C=1N=C2C(=NC1)N(C=C2)COCC[Si](C)(C)C ((R)-pyrrolidin-3-yl-{3-[5-(2-trimethylsilanyl-ethoxymethyl)-5H-pyrrolo[2,3-b]pyrazin-2-yl]-pyridin-2-yl}-amine), C(CC(C)C)(=O)Cl (isovaleryl chloride). Yields the product CC(CC(=O)N1C[C@@H](CC1)NC1=NC=CC=C1C=1N=C2C(=NC1)N(C=C2)COCC[Si](C)(C)C)C (3-Methyl-1-((R)-3-{3-[5-(2-trimethylsilanyl-ethoxymethyl)-5H-pyrrolo[2,3-b]pyrazin-2-yl]-pyridin-2-ylamino}-pyrrolidin-1-yl)-butan-1-one). RXN SMILES: [NH:1]1[CH2:5][CH2:4][C@@H:3]([NH:6][C:7]2[C:12]([C:13]3[N:14]=[C:15]4[CH:21]=[CH:20][N:19]([CH2:22][O:23][CH2:24][CH2:25][Si:26]([CH3:29])([CH3:28])[CH3:27])[C:16]4=[N:17][CH:18]=3)=[CH:11][CH:10]=[CH:9][N:8]=2)[CH2:2]1.[C:30](Cl)(=[O:35])[CH2:31][CH:32]([CH3:34])[CH3:33]>>[CH3:33][CH:32]([CH3:34])[CH2:31][C:30]([N:1]1[CH2:5][CH2:4][C@@H:3]([NH:6][C:7]2[C:12]([C:13]3[N:14]=[C:15]4[CH:21]=[CH:20][N:19]([CH2:22][O:23][CH2:24][CH2:25][Si:26]([CH3:29])([CH3:28])[CH3:27])[C:16]4=[N:17][CH:18]=3)=[CH:11][CH:10]=[CH:9][N:8]=2)[CH2:2]1)=[O:35]. Reported procedure: 3-Methyl-1-((R)-3-{3-[5-(2-trimethylsilanyl-ethoxymethyl)-5H-pyrrolo[2,3-b]pyrazin-2-yl]-pyridin-2-ylamino}-pyrrolidin-1-yl)-butan-1-one was prepared from (R)-pyrrolidin-3-yl-{3-[5-(2-trimethylsilanyl-ethoxymethyl)-5H-pyrrolo[2,3-b]pyrazin-2-yl]-pyridin-2-yl}-amine and isovaleryl chloride, following the general synthetic procedures described in the above Examples. Reactants: [C+4], CN(C)CCN1CCN(C(=O)Nc2cc(Oc3ccc([N+](=O)[O-])cc3F)ncn2)CC1, C1CCOC1, [OH-], [OH-], [OH-], [OH-], [OH-], [OH-], [Pd+2]. The product is CN(C)CCN1CCN(C(=O)Nc2cc(Oc3ccc(N)cc3F)ncn2)CC1. Reaction SMILES: [C+4:37].[CH3:1][N:2]([CH2:3][CH2:4][N:5]1[CH2:6][CH2:7][N:8]([C:11](=[O:12])[NH:13][c:14]2[n:15][cH:16][n:17][c:18]([O:20][c:21]3[c:22]([F:30])[cH:23][c:24]([N+:27]([O-:28])=[O:29])[cH:25][cH:26]3)[cH:19]2)[CH2:9][CH2:10]1)[CH3:31].[O:32]1[CH2:33][CH2:34][CH2:35][CH2:36]1.[OH-:38].[OH-:40].[OH-:41].[OH-:42].[OH-:43].[OH-:44].[Pd+2:39]>>[CH3:1][N:2]([CH2:3][CH2:4][N:5]1[CH2:6][CH2:7][N:8]([C:11](=[O:12])[NH:13][c:14]2[n:15][cH:16][n:17][c:18]([O:20][c:21]3[c:22]([F:30])[cH:23][c:24]([NH2:27])[cH:25][cH:26]3)[cH:19]2)[CH2:9][CH2:10]1)[CH3:31]. Starting materials: ClC1=CC=C(C(=O)NC2=CC=C(C=C2)N2N=CC(=C2C(F)(F)F)C(=O)[O-])C=C1 (1-[4-(4-chlorobenzoylamino)phenyl]-5-trifluoromethyl-1H-pyrazole-4-carboxylate), [OH-].[Na+] (sodium hydroxide), Cl (hydrochloric acid). Run in C(C)O (ethanol). Product: ClC1=CC=C(C(=O)NC2=CC=C(C=C2)N2N=CC(=C2C(F)(F)F)C(=O)O)C=C1 (1-[4-(4-chlorobenzoylamino)phenyl]-5-trifluoromethyl-1H-pyrazole-4-carboxylic acid). Isolated yield 60.5%. As a reaction SMILES: [Cl:1][C:2]1[CH:28]=[CH:27][C:5]([C:6]([NH:8][C:9]2[CH:14]=[CH:13][C:12]([N:15]3[C:19]([C:20]([F:23])([F:22])[F:21])=[C:18]([C:24]([O-:26])=[O:25])[CH:17]=[N:16]3)=[CH:11][CH:10]=2)=[O:7])=[CH:4][CH:3]=1.[OH-].[Na+].Cl>C(O)C>[Cl:1][C:2]1[CH:3]=[CH:4][C:5]([C:6]([NH:8][C:9]2[CH:10]=[CH:11][C:12]([N:15]3[C:19]([C:20]([F:23])([F:21])[F:22])=[C:18]([C:24]([OH:26])=[O:25])[CH:17]=[N:16]3)=[CH:13][CH:14]=2)=[O:7])=[CH:27][CH:28]=1 |f:1.2|. Reported procedure: 1-[4-(4-chlorobenzoylamino)phenyl]-5-trifluoromethyl-1H-pyrazole-4-carboxylate (150 mg), 1 N sodium hydroxide aqueous solution (1 ml) and ethanol (2 ml) was stirred at 45° C. for 4 hours. After spontaneous cooling, 1 N hydrochloric acid aqueous solution (2 ml) was added to the reaction solution, the thus formed product was extracted with ethyl acetate and then the extract was washed with saturated brine. The organic layer was dried over anhydrous magnesium sulfate and then concentrated under a r... Starting materials: BrCCOC (1-bromo-2-methoxy-ethane), C1OC2=C(O1)C=C(C=C2)O (sesamol). Yields the product COCCOC1=CC2=C(OCO2)C=C1 (5-(2-Methoxy-ethoxy)benzo[1,3]dioxole). Reaction SMILES: Br[CH2:2][CH2:3][O:4][CH3:5].[CH2:6]1[O:10][C:9]2[CH:11]=[C:12]([OH:15])[CH:13]=[CH:14][C:8]=2[O:7]1>>[CH3:5][O:4][CH2:3][CH2:2][O:15][C:12]1[CH:13]=[CH:14][C:8]2[O:7][CH2:6][O:10][C:9]=2[CH:11]=1. Procedure details: Starting from commercially available 1-bromo-2-methoxy-ethane and sesamol the title compound is obtained as colorless oil. The reactants are NC=1C=C(C(=O)N(C2=CC(=CC=C2)SC)CCN2CCC(CC2)C(C2=CC=C(C=C2)F)=O)C=CC1 (3-amino-N-{2-[4-(4-fluorobenzoyl)piperidino]ethyl}-N-(3-methylthiophenyl)benzamide), C(C)(=O)OC(C)=O (acetic anhydride). Yields the product C(C)(=O)NC=1C=C(C(=O)N(C2=CC(=CC=C2)SC)CCN2CCC(CC2)C(C2=CC=C(C=C2)F)=O)C=CC1 (3-Acetylamino-N-{2-[4-(4-fluorobenzoyl)piperidino]ethyl}-N-(3-methylthiophenyl)benzamide). The yield is 80.7%. RXN SMILES: [NH2:1][C:2]1[CH:3]=[C:4]([CH:33]=[CH:34][CH:35]=1)[C:5]([N:7]([CH2:16][CH2:17][N:18]1[CH2:23][CH2:22][CH:21]([C:24](=[O:32])[C:25]2[CH:30]=[CH:29][C:28]([F:31])=[CH:27][CH:26]=2)[CH2:20][CH2:19]1)[C:8]1[CH:13]=[CH:12][CH:11]=[C:10]([S:14][CH3:15])[CH:9]=1)=[O:6].[C:36](OC(=O)C)(=[O:38])[CH3:37]>>[C:36]([NH:1][C:2]1[CH:3]=[C:4]([CH:33]=[CH:34][CH:35]=1)[C:5]([N:7]([CH2:16][CH2:17][N:18]1[CH2:23][CH2:22][CH:21]([C:24](=[O:32])[C:25]2[CH:26]=[CH:27][C:28]([F:31])=[CH:29][CH:30]=2)[CH2:20][CH2:19]1)[C:8]1[CH:13]=[CH:12][CH:11]=[C:10]([S:14][CH3:15])[CH:9]=1)=[O:6])(=[O:38])[CH3:37]. Reported procedure: Using 3-amino-N-{2-[4-(4-fluorobenzoyl)piperidino]ethyl}-N-(3-methylthiophenyl)benzamide (196.7 mg, 0.40 mmol) and acetic anhydride (0.046 ml, 0.48 mmol), the procedure of Inventive Example 94 was repeated to obtain 172.2 mg (80.7%) of the title compound in a light brown amorphous form. The reactants are [H][H] (hydrogen), COC1=CC=C(C=C1)C(CP([O-])(=O)C(OCC)OCC)C[N+](=O)[O-] (2-(4-methoxyphenyl)-3-nitropropyl(diethoxymethyl)phosphinate), solution, N (ammonia), C(C)O (ethanol), C(C)O (ethanol). Reagents/catalysts: [Ni] (Raney Nickel). The product is NCC(CP(OCC)(=O)C(OCC)OCC)C1=CC=C(C=C1)OC (ethyl 3-amino-2-(4-methoxyphenyl)propyl(diethoxymethyl)phosphinate). As a reaction SMILES: [CH3:1][O:2][C:3]1[CH:8]=[CH:7][C:6]([CH:9]([CH2:21][N+:22]([O-])=O)[CH2:10][P:11]([CH:14]([O:18][CH2:19][CH3:20])[O:15][CH2:16][CH3:17])(=[O:13])[O-:12])=[CH:5][CH:4]=1.N.[H][H].[CH2:28](O)[CH3:29]>[Ni]>[NH2:22][CH2:21][CH:9]([C:6]1[CH:7]=[CH:8][C:3]([O:2][CH3:1])=[CH:4][CH:5]=1)[CH2:10][P:11]([CH:14]([O:18][CH2:19][CH3:20])[O:15][CH2:16][CH3:17])(=[O:13])[O:12][CH2:28][CH3:29]. Procedure details: A solution of 6.6 g of ethyl (2-(4-methoxyphenyl)-3-nitropropyl(diethoxymethyl)phosphinate in 50 ml of ethanol is added to 52 g of an 8% solution of ammonia in ethanol. To this are added 8 ml of Raney Nickel and the resulting mixture is hydrogenated at 1 bar until the theoretical amount of hydrogen has been taken up. The mixture is then filtered and the filtrate is concentrated under reduced pressure to give ethyl 3-amino-2-(4-methoxyphenyl)propyl(diethoxymethyl)phosphinate as a viscous oil, 31P...